This data is from the Open Reaction Database (ORD), a public repository of structured organic reaction records. The task is: describe an organic reaction: reactants, conditions, products, and yield The reactants are Cl (HCl), NC=1C(=NC=CC1)NC1=CC=C(C=C1)O (4-[(3-amino-2-pyridinyl)amino]phenol), C(CCCC)(=O)OC(CCCC)=O (valeric anhydride), [OH-].[Na+] (NaOH). The solvent is CH3 OH. Reaction conditions: time 10 minute. The product is CC1=NC=2C(=NC=CC2)N1C1=CC=C(C=C1)O (4-(2-Methyl-3H-imidazo[4,5-b]pyridin-3-yl)phenol). RXN SMILES: [NH2:1][C:2]1[C:3]([NH:8][C:9]2[CH:14]=[CH:13][C:12]([OH:15])=[CH:11][CH:10]=2)=[N:4][CH:5]=[CH:6][CH:7]=1.Cl.[OH-].[Na+].[C:19](OC(=O)CCCC)(=O)[CH2:20]CCC>>[CH3:19][C:20]1[N:8]([C:9]2[CH:14]=[CH:13][C:12]([OH:15])=[CH:11][CH:10]=2)[C:3]2=[N:4][CH:5]=[CH:6][CH:7]=[C:2]2[N:1]=1 |f:2.3|. Reported procedure: A mixture of (1.0 g, 4.97 mmol, 1.0 eq) 4-[(3-amino-2-pyridinyl)amino]phenol in 25 ml of valeric anhydride was heated to reflux for 8 hours. The reaction mixture was cooled, poured into 150 ml of 0.5N HCl, stirred 10 minutes, and extracted twice with ether. The ether extracts were combined, washed three times with saturated NaHCO3, once with H2O, once with brine, dried over MgSO4, and concentrated to give an oil. The oil was taken up in 100 ml CH3 OH and treated with 60 ml of 2N NaOH and allowed... Starting materials: Cl.NCC1=C(C(=CC(=C1)C(C)(C)C)I)O (2-aminomethyl-4-(1,1-dimethylethyl)-6-iodophenol hydrochloride), 15N ammonium hydroxide. The solvent is O (water). Reaction conditions: time 10 minute. Product: NCC1=C(C(=CC(=C1)C(C)(C)C)I)O (2-aminomethyl-4-(1,1-dimethylethyl)-6-iodophenol). As a reaction SMILES: Cl.[NH2:2][CH2:3][C:4]1[CH:9]=[C:8]([C:10]([CH3:13])([CH3:12])[CH3:11])[CH:7]=[C:6]([I:14])[C:5]=1[OH:15]>O>[NH2:2][CH2:3][C:4]1[CH:9]=[C:8]([C:10]([CH3:11])([CH3:13])[CH3:12])[CH:7]=[C:6]([I:14])[C:5]=1[OH:15] |f:0.1|. Procedure: A freshly-prepared solution of 2-aminomethyl-4-(1,1-dimethylethyl)-6-iodophenol hydrochloride (5 g., 15 millimole) in water (100 ml.) is stirred at room temperature and basicified to pH ca.8 by addition of 15N ammonium hydroxide (excess) providing a fine slurry which is stirred at room temperature for 10 minutes and filtered. The collected solid is washed with water and dried in vacuo at 80° C. over phosphorous pentoxide for 2 hours to provide 2-aminomethyl-4-(1,1-dimethylethyl)-6-iodophenol as ... Reactants: C1COCCN1, ClCCl, Fc1nc(F)c(F)c(F)c1F. The product is Fc1nc(F)c(F)c(N2CCOCC2)c1F. RXN SMILES: [CH2:12]1[CH2:13][O:14][CH2:15][CH2:16][NH:17]1.[Cl:18][CH2:19][Cl:20].[F:1][c:2]1[c:3]([F:11])[c:4]([F:10])[c:5]([F:9])[c:6]([F:8])[n:7]1>>[F:1][c:2]1[c:3]([F:11])[c:4]([N:17]2[CH2:12][CH2:13][O:14][CH2:15][CH2:16]2)[c:5]([F:9])[c:6]([F:8])[n:7]1. As a reaction SMILES: [C:1]1([CH3:9])[C:2]([NH2:8])=[CH:3][C:4]([NH2:7])=[CH:5][CH:6]=1.[CH3:10][C:11](=[CH2:13])[CH3:12]>>[C:11]([C:5]1[CH:6]=[C:1]([CH3:9])[C:2]([NH2:8])=[CH:3][C:4]=1[NH2:7])([CH3:12])([CH3:10])[CH3:13]. Procedure: The procedure of Example 1 was followed to produce toluenediamine (5tBTDA) by using 15 grams of powdered montmorillonite clay in place of the silica-alumina catalyst and using 150 g (1.23 moles) of the 2,4-toluenediamine isomer as opposed to the 2,6-isomer. As in Example 1, the reaction contents were purged with nitrogen and then the contents were heated to 180° C. with stirring. Approximately 278 grams or 4.95 moles of isobutylene were then added to the reaction mixture over 20 minutes. The ini... Reactants: montmorillonite, C=1(C(=CC(=CC1)N)N)C (2,4-toluenediamine), CC(C)=C (isobutylene). Conditions: temperature 180 celsius. Yields the product C(C)(C)(C)C1=C(C=C(C(=C1)C)N)N (5-tert-butyl-2,4-toluenediamine). Starting materials: ON1N=NC2=C1C=CC=C2 (1-hydroxybenzotriazole), C1(CCCCC1)N=C=NC1CCCCC1 (dicyclohexylcarbodiimide), CS(=O)(=O)NC1=CC=C(C=C1)C(CCC(=O)O)=O (4-(4-methylsulfonylaminophenyl)-4-oxobutyric acid). The solvent is CN(C=O)C (dimethylformamide). Run at time 1 hour. Product: CC1=CC=CC(=N1)CCN (2-(6-methyl-2-pyridyl)ethylamine). Yield: 100.0%. Reaction SMILES: O[N:2]1[C:6]2[CH:7]=[CH:8][CH:9]=[CH:10][C:5]=2N=N1.[CH:11]1([N:17]=C=NC2CCCCC2)CCCC[CH2:12]1.CS(NC1C=CC(C(=O)CCC(O)=O)=CC=1)(=O)=O>CN(C)C=O>[CH3:12][C:11]1[N:17]=[C:8]([CH2:7][CH2:6][NH2:2])[CH:9]=[CH:10][CH:5]=1. Procedure: 4.76 g (35.3 mmol) of 1-hydroxybenzotriazole and 7.27 g (35.3 mmol) of dicyclohexylcarbodiimide were added to a solution of 7.02 g (29.4 mmol) of 4-(4-methylsulfonylaminophenyl)-4-oxobutyric acid in 60 ml of dimethylformamide at 0° C. and the mixture was stirred at that temperature for 1 h. 4.80 g (35.3 mmol) of 2-(6-methyl-2-pyridyl)ethylamine obtained in the above step (2) was added thereto. The mixture was stirred at room temperature for 12 h and then filtered. The filtrate was concentrated. ... Starting materials: NC1=NC(=C(C(=C1C#N)C1=CC=C(C=C1)OCCO)C#N)S (2-Amino-4-[4-(2-hydroxyethoxy)phenyl]-6-mercaptopyridine-3,5-dicarbonitrile), ClCC=1N=C(OC1)C1=CC(=C(C=C1)Cl)C (4-(Chloromethyl)-2-(4-chloro-3-methylphenyl)-1,3-oxazole), C([O-])(O)=O.[Na+] (sodium bicarbonate). Run in CN(C)C=O (DMF). Run at time 12 hour. Product: NC1=NC(=C(C(=C1C#N)C1=CC=C(C=C1)OCCO)C#N)SCC=1N=C(OC1)C1=CC(=C(C=C1)Cl)C (2-Amino-6-({[2-(4-chloro-3-methylphenyl)-1,3-oxazol-4-yl]methyl}thio)-4-[4-(2-hydroxyethoxy)-phenyl]pyridine-3,5-dicarbonitrile). Reaction SMILES: [NH2:1][C:2]1[C:7]([C:8]#[N:9])=[C:6]([C:10]2[CH:15]=[CH:14][C:13]([O:16][CH2:17][CH2:18][OH:19])=[CH:12][CH:11]=2)[C:5]([C:20]#[N:21])=[C:4]([SH:22])[N:3]=1.Cl[CH2:24][C:25]1[N:26]=[C:27]([C:30]2[CH:35]=[CH:34][C:33]([Cl:36])=[C:32]([CH3:37])[CH:31]=2)[O:28][CH:29]=1.C(=O)(O)[O-].[Na+]>CN(C=O)C>[NH2:1][C:2]1[C:7]([C:8]#[N:9])=[C:6]([C:10]2[CH:11]=[CH:12][C:13]([O:16][CH2:17][CH2:18][OH:19])=[CH:14][CH:15]=2)[C:5]([C:20]#[N:21])=[C:4]([S:22][CH2:24][C:25]2[N:26]=[C:27]([C:30]3[CH:35]=[CH:34][C:33]([Cl:36])=[C:32]([CH3:37])[CH:31]=3)[O:28][CH:29]=2)[N:3]=1 |f:2.3|. Procedure: 52 mg (0.17 mmol) of the compound from Example 1A and 89 mg (0.18 mmol) of the compound from Example 28A, together with 42 mg (0.50 mmol) of sodium bicarbonate, are suspended in 1.8 ml of dry DMF. The reaction mixture is stirred at RT for 12 h. The mixture is then filtered and the filtrate is purified directly by preparative HPLC (column: YMC GEL ODS-AQ S-5/15 μm; mobile phase gradient: acetonitrile/water 10:90→95:5). After removal of the solvent on a rotary evaporator, the product is obtained a...